Dataset: the Open Reaction Database (ORD), a public repository of structured organic reaction records. Task: describe an organic reaction: reactants, conditions, products, and yield Reactants: TEA, FC(C=1C=C(CN2N=NC(=C2C2=CC=CC=C2)C=2N(C(=NN2)CO)CC2=C(C=CC=C2)Cl)C=C(C1)C(F)(F)F)(F)F ([5-[1-(3,5-bis-trifluoromethyl-benzyl)-5-phenyl-1H-[1,2,3]triazol-4-yl]-4-(2-chloro-benzyl)-4H-[1,2,4]triazol-3-yl]methanol), O (water). Solvent: CS(=O)C (DMSO). Conditions: time 8 hour. The product is FC(C=1C=C(CN2N=NC(=C2C2=CC=CC=C2)C=2N(C(=NN2)C=O)CC2=C(C=CC=C2)Cl)C=C(C1)C(F)(F)F)(F)F (5-[1-(3,5-bis-trifluoromethyl-benzyl)-5-phenyl-1H-[1,2,3]triazol-4-yl]-4-(2-chloro-benzyl)-4H-[1,2,4]triazole-3-carbaldehyde). As a reaction SMILES: [F:1][C:2]([F:41])([F:40])[C:3]1[CH:4]=[C:5]([CH:33]=[C:34]([C:36]([F:39])([F:38])[F:37])[CH:35]=1)[CH2:6][N:7]1[C:11]([C:12]2[CH:17]=[CH:16][CH:15]=[CH:14][CH:13]=2)=[C:10]([C:18]2[N:19]([CH2:25][C:26]3[CH:31]=[CH:30][CH:29]=[CH:28][C:27]=3[Cl:32])[C:20]([CH2:23][OH:24])=[N:21][N:22]=2)[N:9]=[N:8]1.O>CS(C)=O>[F:41][C:2]([F:1])([F:40])[C:3]1[CH:4]=[C:5]([CH:33]=[C:34]([C:36]([F:38])([F:37])[F:39])[CH:35]=1)[CH2:6][N:7]1[C:11]([C:12]2[CH:17]=[CH:16][CH:15]=[CH:14][CH:13]=2)=[C:10]([C:18]2[N:19]([CH2:25][C:26]3[CH:31]=[CH:30][CH:29]=[CH:28][C:27]=3[Cl:32])[C:20]([CH:23]=[O:24])=[N:21][N:22]=2)[N:9]=[N:8]1. Procedure details: Dissolve [5-[1-(3,5-bis-trifluoromethyl-benzyl)-5-phenyl-1H-[1,2,3]triazol-4-yl]-4-(2-chloro-benzyl)-4H-[1,2,4]triazol-3-yl]methanol in DMSO. Add sulfur trioxide pyridine complex (4 eq) and add TEA (10 eq). Stir overnight at RT. Pour into water and extract with CH2Cl2. Purify via silica gel chromatography using a gradient of 4:1 to 1:1 hexanes:EtOAc to give the title compound. MS (IS) 589.0 (M−1). Rf=0.43 (1:1 hexanes:EtOAc)